describe an organic reaction: reactants, conditions, products, and yield From a dataset of the Open Reaction Database (ORD), a public repository of structured organic reaction records. Starting materials: CCNCc1cc(C(F)(F)F)ccc1-c1cc(CC(=O)OCC)ccc1OC, CC(=O)O, N#CO[Na], CN(C)C=O, O. Product: CCOC(=O)Cc1ccc(OC)c(-c2ccc(C(F)(F)F)cc2CN(CC)C(N)=O)c1. Reaction SMILES: [CH2:1]([CH3:2])[O:3][C:4]([CH2:5][c:6]1[cH:7][c:8](-[c:14]2[c:15]([CH2:24][NH:25][CH2:26][CH3:27])[cH:16][c:17]([C:20]([F:21])([F:22])[F:23])[cH:18][cH:19]2)[c:9]([O:12][CH3:13])[cH:10][cH:11]1)=[O:28].[CH3:33][C:34](=[O:35])[OH:36].[Na:29][O:30][C:31]#[N:32].[O:37]=[CH:38][N:39]([CH3:40])[CH3:41].[OH2:42]>>[CH2:1]([CH3:2])[O:3][C:4]([CH2:5][c:6]1[cH:7][c:8](-[c:14]2[c:15]([CH2:24][N:25]([CH2:26][CH3:27])[C:31](=[O:30])[NH2:32])[cH:16][c:17]([C:20]([F:21])([F:22])[F:23])[cH:18][cH:19]2)[c:9]([O:12][CH3:13])[cH:10][cH:11]1)=[O:28].